The task is: describe an organic reaction: reactants, conditions, products, and yield. This data is from the Open Reaction Database (ORD), a public repository of structured organic reaction records. The reactants are [Si](C1=CC=CC=C1)(C1=CC=CC=C1)(C(C)(C)C)OC1=CC=C(OC[C@H](CNCCC2=CC=C(C=C2)NC2=NC=CC=C2[N+](=O)[O-])O)C=C1 ((2S)-1-(4-{[tert-Butyl(diphenyl)silyl]oxy}phenoxy)-3-({4-[(3-nitro-2-pyridinyl)amino]phenethyl}amino)-2-propanol). Run in C(Cl)(Cl)Cl (chloroform). The product is O[C@H](COC1=CC=C(C=C1)O)CNCCC1=CC=C(C=C1)NC1=NC=CC=C1[N+](=O)[O-] (4-((2S)-2-Hydroxy-3-{2-[4-(3-nitro-pyridin-2-ylamino)-phenyl]-ethylamino}-propoxy)-phenol). Isolated yield 77.8%. Reaction SMILES: [Si]([O:18][C:19]1[CH:48]=[CH:47][C:22]([O:23][CH2:24][C@@H:25]([OH:46])[CH2:26][NH:27][CH2:28][CH2:29][C:30]2[CH:35]=[CH:34][C:33]([NH:36][C:37]3[C:42]([N+:43]([O-:45])=[O:44])=[CH:41][CH:40]=[CH:39][N:38]=3)=[CH:32][CH:31]=2)=[CH:21][CH:20]=1)(C(C)(C)C)(C1C=CC=CC=1)C1C=CC=CC=1>C(Cl)(Cl)Cl>[OH:46][C@@H:25]([CH2:26][NH:27][CH2:28][CH2:29][C:30]1[CH:35]=[CH:34][C:33]([NH:36][C:37]2[C:42]([N+:43]([O-:45])=[O:44])=[CH:41][CH:40]=[CH:39][N:38]=2)=[CH:32][CH:31]=1)[CH2:24][O:23][C:22]1[CH:47]=[CH:48][C:19]([OH:18])=[CH:20][CH:21]=1. Reported procedure: (2S)-1-(4-{[tert-Butyl(diphenyl)silyl]oxy}phenoxy)-3-({4-[(3-nitro-2-pyridinyl)amino]phenethyl}amino)-2-propanol (0.06 g, 0.09 mmol) was reacted according to Procedure H (eluant: 10:1 going to 5:1 chloroform) to give the title compound (0.03 g, 0.07 mmol). Starting materials: C(C1=CC=CC=C1)(=O)C=CC(=O)O (3-benzoylacrylic acid), NN (hydrazine), [OH-].[K+] (potassium hydroxide), Cl (hydrochloric acid). Run in C(C)O (ethanol). The product is C1(=CC=CC=C1)C1=NNC(C1)C(=O)O (4,5-Dihydro-3-phenyl-1H-pyrazole-5-carboxylic acid). RXN SMILES: [C:1]([CH:9]=[CH:10][C:11]([OH:13])=[O:12])(=O)[C:2]1[CH:7]=[CH:6][CH:5]=[CH:4][CH:3]=1.[NH2:14][NH2:15].[OH-].[K+].Cl>C(O)C>[C:2]1([C:1]2[CH2:9][CH:10]([C:11]([OH:13])=[O:12])[NH:15][N:14]=2)[CH:7]=[CH:6][CH:5]=[CH:4][CH:3]=1 |f:2.3|. Procedure details: A mixture of 10.0 g of 3-benzoylacrylic acid, 1.8 g of hydrazine, and 3.7 g of potassium hydroxide in 30 ml. of aqueous ethanol (1:1) is stirred and heated at reflux for 2 hours. The cooled solution is treated with 5 ml of concentrated hydrochloric acid to pH 4.0 to precipitate 7.1 g of solid, melting point 180°-182° C. This material is dissolved in 40 ml of warm dimethylformamide and treated wit 140 ml of methanol to crystallize 3.9 g of the title compound, melting point 199°-201° C. Starting materials: CC(C)=C(Cl)N(C)C, ClCCl, CC(CO[Si](C)(C)C(C)(C)C)Oc1cc(Oc2ccc(C(=O)N3CCC3)cc2F)cc(C(=O)O)c1, Cc1cnc(N)cn1, c1ccncc1. Yields the product Cc1cnc(NC(=O)c2cc(Oc3ccc(C(=O)N4CCC4)cc3F)cc(OC(C)CO[Si](C)(C)C(C)(C)C)c2)cn1. RXN SMILES: [Cl:1][C:2]([N:3]([CH3:4])[CH3:5])=[C:6]([CH3:7])[CH3:8].[Cl:58][CH2:59][Cl:60].[N:9]1([C:13](=[O:14])[c:15]2[cH:16][c:17]([F:43])[c:18]([O:19][c:20]3[cH:21][c:22]([C:23](=[O:24])[OH:25])[cH:26][c:27]([O:29][CH:30]([CH2:31][O:32][Si:33]([CH3:34])([CH3:35])[C:36]([CH3:37])([CH3:38])[CH3:39])[CH3:40])[cH:28]3)[cH:41][cH:42]2)[CH2:10][CH2:11][CH2:12]1.[NH2:44][c:45]1[n:46][cH:47][c:48]([CH3:51])[n:49][cH:50]1.[cH:52]1[cH:53][cH:54][n:55][cH:56][cH:57]1>>[N:9]1([C:13](=[O:14])[c:15]2[cH:16][c:17]([F:43])[c:18]([O:19][c:20]3[cH:21][c:22]([C:23](=[O:25])[NH:44][c:45]4[n:46][cH:47][c:48]([CH3:51])[n:49][cH:50]4)[cH:26][c:27]([O:29][CH:30]([CH2:31][O:32][Si:33]([CH3:34])([CH3:35])[C:36]([CH3:37])([CH3:38])[CH3:39])[CH3:40])[cH:28]3)[cH:41][cH:42]2)[CH2:10][CH2:11][CH2:12]1. Reactants: c1ccc(CN2CCc3[nH]c4ccc(-c5ccccc5)cc4c3CC2)cc1, CCO. Yields the product c1ccc(-c2ccc3[nH]c4c(c3c2)CCNCC4)cc1. Reaction SMILES: [CH2:1]([c:2]1[cH:3][cH:4][cH:5][cH:6][cH:7]1)[N:8]1[CH2:9][CH2:10][c:11]2[nH:12][c:13]3[cH:14][cH:15][c:16](-[c:22]4[cH:23][cH:24][cH:25][cH:26][cH:27]4)[cH:17][c:18]3[c:19]2[CH2:20][CH2:21]1.[CH3:28][CH2:29][OH:30]>>[NH:8]1[CH2:9][CH2:10][c:11]2[nH:12][c:13]3[cH:14][cH:15][c:16](-[c:22]4[cH:23][cH:24][cH:25][cH:26][cH:27]4)[cH:17][c:18]3[c:19]2[CH2:20][CH2:21]1. RXN SMILES: [C:12](=[O:13])([O-:14])[O-:15].[CH3:38][N:39]([CH3:40])[CH:41]=[O:42].[Cl:18][CH2:19][CH2:20][CH2:21][CH2:22][CH2:23][CH2:24][CH2:25][CH2:26][O:27][S:28]([c:29]1[cH:30][cH:31][c:32]([CH3:33])[cH:34][cH:35]1)(=[O:36])=[O:37].[K+:16].[K+:17].[OH2:43].[OH:1][c:2]1[cH:3][cH:4][cH:5][c:6]2[cH:7][cH:8][cH:9][cH:10][c:11]12>>[O:1]([c:2]1[cH:3][cH:4][cH:5][c:6]2[cH:7][cH:8][cH:9][cH:10][c:11]12)[CH2:26][CH2:25][CH2:24][CH2:23][CH2:22][CH2:21][CH2:20][CH2:19][Cl:18]. Yields the product ClCCCCCCCCOc1cccc2ccccc12. Starting materials: O=C([O-])[O-], CN(C)C=O, Cc1ccc(S(=O)(=O)OCCCCCCCCCl)cc1, [K+], [K+], O, Oc1cccc2ccccc12. The reactants are CSc1ccc(CC(=O)C(=O)O)cc1, CN(C)C=O, CI, C1CCC2=NCCCN2CC1. Product: COC(=O)C(=O)Cc1ccc(SC)cc1. Reaction SMILES: [CH3:1][S:2][c:3]1[cH:4][cH:5][c:6]([CH2:9][C:10]([C:11](=[O:12])[OH:13])=[O:14])[cH:7][cH:8]1.[CH3:28][N:29]([CH3:30])[CH:31]=[O:32].[I:26][CH3:27].[N:15]12[CH2:16][CH2:25][CH2:24][CH2:23][CH2:22][C:21]1=[N:20][CH2:19][CH2:18][CH2:17]2>>[CH3:1][S:2][c:3]1[cH:4][cH:5][c:6]([CH2:9][C:10]([C:11](=[O:12])[O:13][CH3:16])=[O:14])[cH:7][cH:8]1.